From a dataset of the Open Reaction Database (ORD), a public repository of structured organic reaction records. describe an organic reaction: reactants, conditions, products, and yield Reactants: C(C)(=O)CC(C)=O (acetylacetone), [H][H].N#N (H2 N2), alkoxide, O=O (O2). Conditions: time 2 hour. Product: O=O.N#N (O2 N2), O.N#N (H2O N2), O=[O+][O-].N#N (O3 N2). Reaction SMILES: C(CC(=O)C)(=[O:3])C.[H][H].[N:10]#[N:11].[O:12]=[O:13]>>[O:12]=[O:13].[N:10]#[N:11].[OH2:3].[N:10]#[N:11].[O:12]=[O+:13][O-:3].[N:10]#[N:11] |f:1.2,4.5,6.7,8.9|. Procedure: In the liquid phase method of manufacturing a phosphor from aqueous solution, organic metal salt or nitrate that contains elements composing the phosphor is dissolved in water, and then hydrolyzed to produce coprecipitation (hydrate) material. Here, the organic metal salt is alkoxide or acetylacetone, for example. The coprecipitation material is hydrothermally synthesized (crystallized in an autoclave), sintered in the air, or sprayed into a high temperature furnace, thereby obtaining powder. Th... Starting materials: CCCCCCCCCCCCN(CC)CCOc1ccc(CCC(OC)(OC)C(F)(F)F)cc1, CCCCCCCCCCCCN(CCCC(=O)O)CCOc1ccc(CCC(=O)C(F)(F)F)cc1, O=C(O)C(F)(F)F. Yields the product CCCCCCCCCCCCN(CC)CCOc1ccc(CCC(=O)C(F)(F)F)cc1. As a reaction SMILES: [CH2:1]([CH3:2])[N:3]([CH2:4][CH2:5][O:6][c:7]1[cH:8][cH:9][c:10]([CH2:13][CH2:14][C:15]([C:16]([F:17])([F:18])[F:19])([O:20][CH3:23])[O:21][CH3:22])[cH:11][cH:12]1)[CH2:24][CH2:25][CH2:26][CH2:27][CH2:28][CH2:29][CH2:30][CH2:31][CH2:32][CH2:33][CH2:34][CH3:35].[CH2:43]([N:44]([CH2:45][CH2:46][CH2:47][C:48]([OH:49])=[O:50])[CH2:51][CH2:52][O:53][c:54]1[cH:55][cH:56][c:57]([CH2:58][CH2:59][C:60](=[O:61])[C:62]([F:63])([F:64])[F:65])[cH:66][cH:67]1)[CH2:68][CH2:69][CH2:70][CH2:71][CH2:72][CH2:73][CH2:74][CH2:75][CH2:76][CH2:77][CH3:78].[OH:36][C:37]([C:38]([F:39])([F:40])[F:41])=[O:42]>>[CH2:1]([CH3:2])[N:3]([CH2:4][CH2:5][O:6][c:7]1[cH:8][cH:9][c:10]([CH2:13][CH2:14][C:15]([C:16]([F:17])([F:18])[F:19])=[O:20])[cH:11][cH:12]1)[CH2:24][CH2:25][CH2:26][CH2:27][CH2:28][CH2:29][CH2:30][CH2:31][CH2:32][CH2:33][CH2:34][CH3:35]. Starting materials: O=C(N=C=S)c1ccccc1, NC1CCCCCCC1, ClC(Cl)Cl. Product: O=C(NC(=S)NC1CCCCCCC1)c1ccccc1. RXN SMILES: [C:1]([c:2]1[cH:3][cH:4][cH:5][cH:6][cH:7]1)(=[O:8])[N:9]=[C:10]=[S:11].[CH:12]1([NH2:20])[CH2:13][CH2:14][CH2:15][CH2:16][CH2:17][CH2:18][CH2:19]1.[CH:21]([Cl:22])([Cl:23])[Cl:24]>>[C:1]([c:2]1[cH:3][cH:4][cH:5][cH:6][cH:7]1)(=[O:8])[NH:9][C:10](=[S:11])[NH:20][CH:12]1[CH2:13][CH2:14][CH2:15][CH2:16][CH2:17][CH2:18][CH2:19]1. Reactants: CC=1N=C(N(C(C1)=O)CCOC1=CC=C(C=O)C=C1)CCC (4-[2-[4-methyl-2-propyl-6-oxo-1,6-dihydro-1-pyrimidinyl]ethoxy]benzaldehyde), S1C(NC(C1)=O)=O (thiazolidine-2,4-dione), C(C1=CC=CC=C1)(=O)O (benzoic acid), N1CCCCC1 (piperidine). The solvent is C1(=CC=CC=C1)C (toluene), O (water). Yields the product CC=1N=C(N(C(C1)=O)CCOC1=CC=C(C=C1)C=C1C(NC(S1)=O)=O)CCC (5-[4-[2-[4-Methyl-2-propyl-6-oxo-1,6-dihydro-1-pyrimidinyl]ethoxy]phenyl methylene]thiazolidine-2,4-dione). The yield is 125.7%. RXN SMILES: [CH3:1][C:2]1[N:3]=[C:4]([CH2:20][CH2:21][CH3:22])[N:5]([CH2:9][CH2:10][O:11][C:12]2[CH:19]=[CH:18][C:15]([CH:16]=O)=[CH:14][CH:13]=2)[C:6](=[O:8])[CH:7]=1.[S:23]1[CH2:27][C:26](=[O:28])[NH:25][C:24]1=[O:29].C(O)(=O)C1C=CC=CC=1.N1CCCCC1>C1(C)C=CC=CC=1.O>[CH3:1][C:2]1[N:3]=[C:4]([CH2:20][CH2:21][CH3:22])[N:5]([CH2:9][CH2:10][O:11][C:12]2[CH:19]=[CH:18][C:15]([CH:16]=[C:27]3[S:23][C:24](=[O:29])[NH:25][C:26]3=[O:28])=[CH:14][CH:13]=2)[C:6](=[O:8])[CH:7]=1. Procedure: A mixture of 4-[2-[4-methyl-2-propyl-6-oxo-1,6-dihydro-1-pyrimidinyl]ethoxy]benzaldehyde (10 g, 24.5 mmol) (obtained from preparation 1), thiazolidine-2,4-dione (3.5 g, 30 mmol), benzoic acid (388 mg, 3.18 mmol) and piperidine (352 μl, 303 mg, 3.68 mmol) in toluene (50 ml) was refluxed for 1 h with continuous removal of water. The reaction was cooled to room temperature and the resultant crystalline compound was filtered and washed with water and dried to afford the title compound (12.3 g, 99%),... Solvent: C(C)OCC (ethyl ether). Run at time 2 hour. Procedure: Dissolve N-(phenylmethylene)-2-(3-butenyl)glycine methyl ester (25 g) in ethyl ether (400 mL) and stir with 1N hydrochloric acid (150 mL) and water (150 mL). Place under an argon atmosphere and stir for 2 hours. Separate the aqueous phase and adjust to pH 9, extract into chloroform, dry and evaporate the solvent in vacuo to give the title compound as a light oil (4.5 g). Yields the product COC(C(N)CCC=C)=O (2-(3-Butenyl)glycine methyl ester), oil. RXN SMILES: [CH3:1][O:2][C:3](=[O:17])[CH:4]([CH2:13][CH2:14][CH:15]=[CH2:16])[N:5]=CC1C=CC=CC=1.Cl.O>C(OCC)C>[CH3:1][O:2][C:3](=[O:17])[CH:4]([CH2:13][CH2:14][CH:15]=[CH2:16])[NH2:5]. Starting materials: COC(C(N=CC1=CC=CC=C1)CCC=C)=O (N-(phenylmethylene)-2-(3-butenyl)glycine methyl ester), Cl (hydrochloric acid), O (water). Reactants: FC1=C(C(=O)O)C=CC(=C1)[N+](=O)[O-] (2-fluoro-4-nitrobenzoic acid), [Cl-].[NH4+] (ammonium chloride), C(C)N=C=NCCCN(C)C (1-ethyl-3-(3-dimethylaminopropyl)carbodiimide), ON1N=NC2=C1C=CC=C2 (l-hydroxybenzotriazole), C(C)(C)N(C(C)C)CC (N,N-diisopropylethylamine), C(O)([O-])=O.[Na+] (sodium hydrogen carbonate). The solvent is CN(C=O)C (N,N-dimethylformamide). The product is FC1=C(C(=O)N)C=CC(=C1)[N+](=O)[O-] (2-fluoro-4-nitrobenzamide). Run at time 8 hour. Reported procedure: To a solution of 2-fluoro-4-nitrobenzoic acid (5.0 g) in N,N-dimethylformamide (100 mL) were added ammonium chloride (7.2 g), 1-ethyl-3-(3-dimethylaminopropyl)carbodiimide (9.5 mL), l-hydroxybenzotriazole (8.3 g) and N,N-diisopropylethylamine (24 mL), and the mixture was stirred overnight at room temperature. To the reaction mixture was added saturated aqueous sodium hydrogen carbonate solution, and the precipitate was collected by filtration to give the title compound (3.1 g). Reaction SMILES: [F:1][C:2]1[CH:10]=[C:9]([N+:11]([O-:13])=[O:12])[CH:8]=[CH:7][C:3]=1[C:4](O)=[O:5].[Cl-].[NH4+].C([N:18]=C=NCCCN(C)C)C.ON1C2C=CC=CC=2N=N1.C(N(CC)C(C)C)(C)C.C(=O)([O-])O.[Na+]>CN(C)C=O>[F:1][C:2]1[CH:10]=[C:9]([N+:11]([O-:13])=[O:12])[CH:8]=[CH:7][C:3]=1[C:4]([NH2:18])=[O:5] |f:1.2,6.7|. Starting materials: IC=1C=C2C(NC=NC2=CC1)=O (6-Iodo-3H-quinazolin-4-one), ClC1=NC=NC2=CC=C(C=C12)I (4-chloro-6-iodo quinazoline), NC=1C=C2C=CNC2=CC1 (5-Aminoindole), C(C(=O)Cl)(=O)Cl (Oxalyl chloride), N1=CC=CC=C1 (Pyridine). The reagents and catalysts are CN(C)C=O (DMF). Solvent: C(Cl)(Cl)Cl (chloroform), C(C)(C)(C)O (tert-butyl alcohol), C(Cl)Cl (methylene chloride). Run at temperature 60 celsius. Yields the product N1C=CC2=CC(=CC=C12)NC1=NC=NC2=CC=C(C=C12)I ((1H-Indol-5-yl)-(6-iodo-quinazolin-4-yl)-amine). Yield: 42.3%. RXN SMILES: [I:1][C:2]1[CH:3]=[C:4]2[C:9](=[CH:10][CH:11]=1)[N:8]=[CH:7][NH:6][C:5]2=O.C(Cl)(=O)C(Cl)=O.N1C=CC=CC=1.ClC1C2C(=CC=C(I)C=2)N=CN=1.[NH2:37][C:38]1[CH:39]=[C:40]2[C:44](=[CH:45][CH:46]=1)[NH:43][CH:42]=[CH:41]2>C(Cl)Cl.CN(C=O)C.C(Cl)(Cl)Cl.C(O)(C)(C)C>[NH:43]1[C:44]2[C:40](=[CH:39][C:38]([NH:37][C:5]3[C:4]4[C:9](=[CH:10][CH:11]=[C:2]([I:1])[CH:3]=4)[N:8]=[CH:7][N:6]=3)=[CH:46][CH:45]=2)[CH:41]=[CH:42]1. Reported procedure: 6-Iodo-3H-quinazolin-4-one (50 gm, 18.3 mmol) was slurried in 60 mL methylene chloride (CH2Cl2) with several drops of DMF. Oxalyl chloride (6.99 g, 4.83 mL, 55.1 mmol) was added dropwise to the slurry at 0° C. The reaction was refluxed for 48 hours and then concentrated in vacuo. Pyridine (2.9 gm, 2.97 mL, 36.7 mmol) and tert-butyl alcohol (10 mL) was added to dissolve the 4-chloro-6-iodo quinazoline. 5-Aminoindole (2.9 gm, 22.0 mmol) was added and the reaction was heated to 60° C. overnight. Di... Starting materials: O1CCCC1 (tetrahydrofuran), 2, benzyl-4,4,6-tetramethyl- 4,5-dihydro-1,3-oxazine, C(CCC)[Li] (normal butyllithium). Procedure: In starting the procedure, to a 250 ml (3-necked, round bottom) flask equipped with a nitrogen inlet tube, a rubber septum and a magnetic stirrer is added 100 ml tetrahydrofuran solution of 5.64 g (0.04 mole) of 2, benzyl-4,4,6-tetramethyl- 4,5-dihydro-1,3-oxazine. The mixture is cooled to -78° C and 0.044 mole of normal butyllithium disssolved in hexane is slowly added. RXN SMILES: [O:1]1[CH2:5][CH2:4][CH2:3][CH2:2]1.[CH2:6]([Li])[CH2:7][CH2:8][CH3:9]>CCCCCC>[C:3]1([C:4]2([CH:5]=[O:1])[CH2:5][CH2:4][CH2:3][CH2:2]2)[CH:9]=[CH:8][CH:7]=[CH:6][CH:2]=1. Run at temperature -78 celsius. The solvent is CCCCCC (hexane). The product is C1(=CC=CC=C1)C1(CCCC1)C=O (1-Phenylcyclopentane Carboxaldehyde). Reactants: FC=1C=CC(=C(C1)C1=NC(=NC(=N1)N1[C@H](COCC1)C)C1=CC=C(C=C1)NC(=O)NC)SC ((S)-1-(4-(4-(5-fluoro-2-(methylthio)phenyl)-6-(3-methylmorpholino)-1,3,5-triazin-2-yl)phenyl)-3-methylurea), S(=O)(=O)(O[O-])[O-].[K+].[K+] (Potassium peroxymonosulfate), C1CCOC1.CO.O (THF MeOH H2O), OOS(=O)[O-].[K+] (oxone). Yields the product FC=1C=CC(=C(C1)C1=NC(=NC(=N1)N1[C@H](COCC1)C)C1=CC=C(C=C1)NC(=O)NC)S(=O)(=O)C ((S)-1-(4-(4-(5-fluoro-2-(methylsulfonyl)phenyl)-6-(3-methylmorpholino)-1,3,5-triazin-2-yl)phenyl)-3-methylurea). The yield is 46.0%. RXN SMILES: [F:1][C:2]1[CH:3]=[CH:4][C:5](SC)=[C:6]([C:8]2[N:13]=[C:12]([N:14]3[CH2:19][CH2:18][O:17][CH2:16][C@@H:15]3[CH3:20])[N:11]=[C:10]([C:21]3[CH:26]=[CH:25][C:24]([NH:27][C:28]([NH:30][CH3:31])=[O:29])=[CH:23][CH:22]=3)[N:9]=2)[CH:7]=1.[S:34]([O-:39])(O[O-])(=O)=[O:35].[K+].[K+].OOS([O-])=O.[K+].[CH2:48]1COCC1.CO.O>>[F:1][C:2]1[CH:3]=[CH:4][C:5]([S:34]([CH3:48])(=[O:39])=[O:35])=[C:6]([C:8]2[N:13]=[C:12]([N:14]3[CH2:19][CH2:18][O:17][CH2:16][C@@H:15]3[CH3:20])[N:11]=[C:10]([C:21]3[CH:26]=[CH:25][C:24]([NH:27][C:28]([NH:30][CH3:31])=[O:29])=[CH:23][CH:22]=3)[N:9]=2)[CH:7]=1 |f:1.2.3,4.5,6.7.8|. Procedure: (S)-1-(4-(4-(5-fluoro-2-(methylthio)phenyl)-6-(3-methylmorpholino)-1,3,5-triazin-2-yl)phenyl)-3-methylurea (258 mg, 0.55 mmol) was stirred with Potassium peroxymonosulfate (Oxone) (1.01 g, 1.65 mmol) in THF:MeOH:H2O (5:3:2)(10 ml) for 1 hour at 0° C. Reaction allowed to reach room temperature and stirred overnight with more oxone (1.01 g, 1.65 mmol). The mixture is quenched with saturated sodium thiosulfate solution (10 ml). Diluted with DCM (50 mL) and washed with brine (50 mL). The organic lay... The reactants are C1CCOC1, O=C(O)c1cccc(S(=O)(=O)N2CCCCC2)c1. The product is O=S(=O)(c1cccc(CO)c1)N1CCCCC1. As a reaction SMILES: [CH2:19]1[O:20][CH2:21][CH2:22][CH2:23]1.[N:1]1([S:7](=[O:8])(=[O:9])[c:10]2[cH:11][c:12]([C:13](=[O:14])[OH:15])[cH:16][cH:17][cH:18]2)[CH2:2][CH2:3][CH2:4][CH2:5][CH2:6]1>>[N:1]1([S:7](=[O:8])(=[O:9])[c:10]2[cH:11][c:12]([CH2:13][OH:14])[cH:16][cH:17][cH:18]2)[CH2:2][CH2:3][CH2:4][CH2:5][CH2:6]1.